Dataset: the Open Reaction Database (ORD), a public repository of structured organic reaction records. Task: describe an organic reaction: reactants, conditions, products, and yield Starting materials: COC(=O)C1CCc2c(OCc3ccccc3)cccc2C1O, Cc1ccc(S(=O)(=O)Cl)cc1, c1ccncc1. Yields the product COC(=O)C1=Cc2cccc(OCc3ccccc3)c2CC1. RXN SMILES: [CH2:1]([c:2]1[cH:3][cH:4][cH:5][cH:6][cH:7]1)[O:8][c:9]1[c:10]2[c:15]([cH:16][cH:17][cH:18]1)[CH:14]([OH:19])[CH:13]([C:20](=[O:21])[O:22][CH3:23])[CH2:12][CH2:11]2.[c:24]1([CH3:25])[cH:26][cH:27][c:28]([S:29]([Cl:30])(=[O:31])=[O:32])[cH:33][cH:34]1.[cH:35]1[cH:36][cH:37][n:38][cH:39][cH:40]1>>[CH2:1]([c:2]1[cH:3][cH:4][cH:5][cH:6][cH:7]1)[O:8][c:9]1[c:10]2[c:15]([cH:16][cH:17][cH:18]1)[CH:14]=[C:13]([C:20](=[O:21])[O:22][CH3:23])[CH2:12][CH2:11]2.